This data is from the Open Reaction Database (ORD), a public repository of structured organic reaction records. The task is: describe an organic reaction: reactants, conditions, products, and yield Reactants: FC1=CC2=C(N3C(S2)=NC(=C3)CO)C=C1 (7-fluoro-imidazo[2,1-b]-benzthiazole-2-methanol), aldehyde. The solvent is O=[Mn]=O (MnO2), C(Cl)Cl.CN(C)C=O (methylene chloride DMF). The product is C(=O)C=1N=C2SC3=C(N2C1)C=CC(=C3)F (2-Formyl-7-fluoro-imidazo[2,1-b]-benzthiazole). As a reaction SMILES: [F:1][C:2]1[CH:15]=[CH:14][C:5]2[N:6]3[CH:11]=[C:10]([CH2:12][OH:13])[N:9]=[C:7]3[S:8][C:4]=2[CH:3]=1>C(Cl)Cl.CN(C=O)C.O=[Mn]=O>[CH:12]([C:10]1[N:9]=[C:7]2[N:6]([CH:11]=1)[C:5]1[CH:14]=[CH:15][C:2]([F:1])=[CH:3][C:4]=1[S:8]2)=[O:13] |f:1.2|. Procedure details: 2-Formyl-7-fluoro-imidazo[2,1-b]-benzthiazole was prepared according to the procedure outlined in Example 1, (Step 3). Starting from 7-fluoro-imidazo[2,1-b]-benzthiazole-2-methanol (1.5 g 6.7 mmol) in methylene chloride/DMF (300 mL: 50 mL) and active MnO2 (12 g, excess), 1.1 g (78% Yield) of the aldehyde derivative was isolated as brown solid. (M+H) 221. Starting materials: BrC1=CC(=C(C(=O)OC(C)(C)C)C=C1)NC1=CC=C(C=C1)F (tert-butyl 4-bromo-2-(4-fluoroanilino)benzoate), N1CCC2=CC=CC=C12 (indoline), C([O-])([O-])=O.[Cs+].[Cs+] (cesium carbonate), C1(CCCCC1)P(C1=C(C=CC=C1)C1=C(C=C(C=C1C(C)C)C(C)C)C(C)C)C1CCCCC1 (2-dicyclohexylphosphino-2′,4′,6′-triisopropylbiphenyl), C1(CCCCC1)P(C1=C(C=CC=C1)C1=C(C=C(C=C1C(C)C)C(C)C)C(C)C)C1CCCCC1 (2-dicyclohexylphosphino-2′,4′,6′-triisopropylbiphenyl), C1(CCCCC1)P(C1=C(C=CC=C1)C1=C(C=C(C=C1C(C)C)C(C)C)C(C)C)C1CCCCC1 (2-dicyclohexylphosphino-2′,4′,6′-triisopropylbiphenyl), C(CC(O)(C(=O)O)CC(=O)O)(=O)O (citric acid). Reagents/catalysts: C=1C=CC(=CC1)/C=C/C(=O)/C=C/C2=CC=CC=C2.C=1C=CC(=CC1)/C=C/C(=O)/C=C/C2=CC=CC=C2.C=1C=CC(=CC1)/C=C/C(=O)/C=C/C2=CC=CC=C2.[Pd].[Pd] (tris(dibenzylideneacetone)dipalladium(0)), C(C)(=O)[O-].[Pd+2].C(C)(=O)[O-] (palladium acetate), C=1C=CC(=CC1)/C=C/C(=O)/C=C/C2=CC=CC=C2.C=1C=CC(=CC1)/C=C/C(=O)/C=C/C2=CC=CC=C2.C=1C=CC(=CC1)/C=C/C(=O)/C=C/C2=CC=CC=C2.[Pd].[Pd] (Tris(dibenzylideneacetone)dipalladium(0)), C(C)(=O)[O-].[Pd+2].C(C)(=O)[O-] (palladium acetate), C=1C=CC(=CC1)/C=C/C(=O)/C=C/C2=CC=CC=C2.C=1C=CC(=CC1)/C=C/C(=O)/C=C/C2=CC=CC=C2.C=1C=CC(=CC1)/C=C/C(=O)/C=C/C2=CC=CC=C2.[Pd].[Pd] (Tris(dibenzylideneacetone)dipalladium(0)), C(C)(=O)[O-].[Pd+2].C(C)(=O)[O-] (palladium acetate). The solvent is C1(=CC=CC=C1)C (toluene), C1(=CC=CC=C1)C (toluene). The product is FC1=CC=C(NC2=C(C(=O)OC(C)(C)C)C=CC(=C2)N2CCC3=CC=CC=C23)C=C1 (tert-butyl 2-(4-fluoroanilino)-4-(indolin-1-yl)benzoate). RXN SMILES: Br[C:2]1[CH:14]=[CH:13][C:5]([C:6]([O:8][C:9]([CH3:12])([CH3:11])[CH3:10])=[O:7])=[C:4]([NH:15][C:16]2[CH:21]=[CH:20][C:19]([F:22])=[CH:18][CH:17]=2)[CH:3]=1.[NH:23]1[C:31]2[C:26](=[CH:27][CH:28]=[CH:29][CH:30]=2)[CH2:25][CH2:24]1.C(=O)([O-])[O-].[Cs+].[Cs+].C1(P(C2CCCCC2)C2C=CC=CC=2C2C(C(C)C)=CC(C(C)C)=CC=2C(C)C)CCCCC1.C(O)(=O)CC(CC(O)=O)(C(O)=O)O>C1C=CC(/C=C/C(/C=C/C2C=CC=CC=2)=O)=CC=1.C1C=CC(/C=C/C(/C=C/C2C=CC=CC=2)=O)=CC=1.C1C=CC(/C=C/C(/C=C/C2C=CC=CC=2)=O)=CC=1.[Pd].[Pd].C([O-])(=O)C.[Pd+2].C([O-])(=O)C.C1(C)C=CC=CC=1>[F:22][C:19]1[CH:20]=[CH:21][C:16]([NH:15][C:4]2[CH:3]=[C:2]([N:23]3[C:31]4[C:26](=[CH:27][CH:28]=[CH:29][CH:30]=4)[CH2:25][CH2:24]3)[CH:14]=[CH:13][C:5]=2[C:6]([O:8][C:9]([CH3:12])([CH3:11])[CH3:10])=[O:7])=[CH:17][CH:18]=1 |f:2.3.4,7.8.9.10.11,12.13.14|. Procedure: To toluene 3.0 mL solution of tert-butyl 4-bromo-2-(4-fluoroanilino)benzoate 0.10 g were added indoline 0.046 mL, cesium carbonate 0.18 g, tris(dibenzylideneacetone)dipalladium(0) 3.0 mg, 2-dicyclohexylphosphino-2′,4′,6′-triisopropylbiphenyl 7.0 mg and palladium acetate 1.0 mg, and it was heated and refluxed for 2 hours. Tris(dibenzylideneacetone)dipalladium(0) 3.0 mg, 2-dicyclohexylphosphino-2′,4′,6′-triisopropylbiphenyl 7.0 mg and palladium acetate 1.0 mg were added to it, and it was heated an...